Dataset: the Open Reaction Database (ORD), a public repository of structured organic reaction records. Task: describe an organic reaction: reactants, conditions, products, and yield The reactants are CC(C)[Mg+], [Cl-], CC(C)[Si](C(C)C)(C(C)C)n1cc(Cc2ccc(Cl)nc2)c2cccnc21, C1CCOC1, O. Yields the product CC(C)c1ccc(Cc2cn([Si](C(C)C)(C(C)C)C(C)C)c3ncccc23)cn1. RXN SMILES: [CH:29]([CH3:30])([CH3:31])[Mg+:32].[Cl-:28].[Cl:1][c:2]1[cH:3][cH:4][c:5]([CH2:8][c:9]2[cH:10][n:11]([Si:18]([CH:19]([CH3:20])[CH3:21])([CH:22]([CH3:23])[CH3:24])[CH:25]([CH3:26])[CH3:27])[c:12]3[n:13][cH:14][cH:15][cH:16][c:17]23)[cH:6][n:7]1.[O:34]1[CH2:35][CH2:36][CH2:37][CH2:38]1.[OH2:33]>>[c:2]1([CH:29]([CH3:30])[CH3:31])[cH:3][cH:4][c:5]([CH2:8][c:9]2[cH:10][n:11]([Si:18]([CH:19]([CH3:20])[CH3:21])([CH:22]([CH3:23])[CH3:24])[CH:25]([CH3:26])[CH3:27])[c:12]3[n:13][cH:14][cH:15][cH:16][c:17]23)[cH:6][n:7]1. Product: Fc1ccc2ccn(CC3CN(C(c4ccccc4)c4ccccc4)C3)c2c1. The reactants are CS(=O)(=O)OCC1CN(C(c2ccccc2)c2ccccc2)C1, Fc1ccc2cc[nH]c2c1, [H-], [Na+], CN(C)C=O. As a reaction SMILES: [CH:13]([c:14]1[cH:15][cH:16][cH:17][cH:18][cH:19]1)([c:20]1[cH:21][cH:22][cH:23][cH:24][cH:25]1)[N:26]1[CH2:27][CH:28]([CH2:30][O:31][S:32]([CH3:33])(=[O:34])=[O:35])[CH2:29]1.[F:3][c:4]1[cH:5][cH:6][c:7]2[cH:8][cH:9][nH:10][c:11]2[cH:12]1.[H-:1].[Na+:2].[O:36]=[CH:37][N:38]([CH3:39])[CH3:40]>>[F:3][c:4]1[cH:5][cH:6][c:7]2[cH:8][cH:9][n:10]([CH2:30][CH:28]3[CH2:27][N:26]([CH:13]([c:14]4[cH:15][cH:16][cH:17][cH:18][cH:19]4)[c:20]4[cH:21][cH:22][cH:23][cH:24][cH:25]4)[CH2:29]3)[c:11]2[cH:12]1.